Dataset: the Open Reaction Database (ORD), a public repository of structured organic reaction records. Task: describe an organic reaction: reactants, conditions, products, and yield Starting materials: C(CCC)[Sn](CCCC)=O (di-n-butyltin-oxide), C(CCCCCCCCCCC)S (dodecanethiol). The solvent is O (water). Product: C(CCC)[Sn](SCCCCCCCCCCCC)(SCCCCCCCCCCCC)CCCC (di-n-butylbis-n-dodecylthiotin). As a reaction SMILES: [CH2:1]([Sn:5](=O)[CH2:6][CH2:7][CH2:8][CH3:9])[CH2:2][CH2:3][CH3:4].[CH2:11]([SH:23])[CH2:12][CH2:13][CH2:14][CH2:15][CH2:16][CH2:17][CH2:18][CH2:19][CH2:20][CH2:21][CH3:22]>O>[CH2:1]([Sn:5]([CH2:6][CH2:7][CH2:8][CH3:9])([S:23][CH2:11][CH2:12][CH2:13][CH2:14][CH2:15][CH2:16][CH2:17][CH2:18][CH2:19][CH2:20][CH2:21][CH3:22])[S:23][CH2:11][CH2:12][CH2:13][CH2:14][CH2:15][CH2:16][CH2:17][CH2:18][CH2:19][CH2:20][CH2:21][CH3:22])[CH2:2][CH2:3][CH3:4]. Procedure details: This compound was prepared from di-n-butyltin-oxide and 1 dodecanethiol by azeotropic removal of water using the method described in U.S. Pat. No. 2,648,650. All spectroscopic and analytical data were consistent with the proposed structure.